This data is from the Open Reaction Database (ORD), a public repository of structured organic reaction records. The task is: describe an organic reaction: reactants, conditions, products, and yield The reactants are C1(=CC=CC=C1)O (Phenol), CC(C)=C (isobutylene). Conditions: time 8 hour. Yields the product C(C)(C)(C)C1=C(C(=CC=C1)C(C)(C)C)O (2,6-di-tertbutylphenol). Yield: 100.0%. Reaction SMILES: [C:1]1([OH:7])[CH:6]=[CH:5][CH:4]=[CH:3][CH:2]=1.[CH3:8][C:9](=[CH2:11])[CH3:10]>>[C:9]([C:2]1[CH:3]=[CH:4][CH:5]=[C:6]([C:9]([CH3:11])([CH3:10])[CH3:8])[C:1]=1[OH:7])([CH3:10])([CH3:8])[CH3:11]. Reported procedure: Phenol and the above-mentioned catalyst are charged into a reactor; the mixture is heated to 100°-110° C. and isobutylene is passed thereinto for 8 hours. The resulting alkylate is subjected to a vacuum-rectification. After recrystallization of the product from aliphatic hydrocarbons, a 100% pure 2,6-di-tertbutylphenol is obtained. Reactants: BrB(Br)Br, CCOCC, CCCCCC, COc1c(S(=O)(=O)Nc2ccc(Cl)cc2)cc(Cl)c2cccnc12, ClCCl. Product: O=S(=O)(Nc1ccc(Cl)cc1)c1cc(Cl)c2cccnc2c1O. RXN SMILES: [B:25]([Br:26])([Br:27])[Br:28].[CH3:29][CH2:30][O:31][CH2:32][CH3:33].[CH3:34][CH2:35][CH2:36][CH2:37][CH2:38][CH3:39].[Cl:1][c:2]1[c:3]2[cH:4][cH:5][cH:6][n:7][c:8]2[c:9]([O:23][CH3:24])[c:10]([S:12](=[O:13])(=[O:14])[NH:15][c:16]2[cH:17][cH:18][c:19]([Cl:22])[cH:20][cH:21]2)[cH:11]1.[Cl:40][CH2:41][Cl:42]>>[Cl:1][c:2]1[c:3]2[cH:4][cH:5][cH:6][n:7][c:8]2[c:9]([OH:23])[c:10]([S:12](=[O:13])(=[O:14])[NH:15][c:16]2[cH:17][cH:18][c:19]([Cl:22])[cH:20][cH:21]2)[cH:11]1. Starting materials: O=C([O-])O, CN(C)C=O, CSc1ccc2c(c1)N(CCCCl)c1ccccc1S2, O=C(c1ccc(F)cc1)C1CCNCC1, [Na+]. The product is CSc1ccc2c(c1)N(CCCN1CCC(C(=O)c3ccc(F)cc3)CC1)c1ccccc1S2. Reaction SMILES: [C:1](=[O:2])([OH:3])[O-:4].[CH3:41][N:42]([CH3:43])[CH:44]=[O:45].[Cl:21][CH2:22][CH2:23][CH2:24][N:25]1[c:26]2[cH:27][cH:28][cH:29][cH:30][c:31]2[S:32][c:33]2[cH:34][cH:35][c:36]([S:39][CH3:40])[cH:37][c:38]21.[F:6][c:7]1[cH:8][cH:9][c:10]([C:11](=[O:12])[CH:13]2[CH2:14][CH2:15][NH:16][CH2:17][CH2:18]2)[cH:19][cH:20]1.[Na+:5]>>[F:6][c:7]1[cH:8][cH:9][c:10]([C:11](=[O:12])[CH:13]2[CH2:14][CH2:15][N:16]([CH2:22][CH2:23][CH2:24][N:25]3[c:26]4[cH:27][cH:28][cH:29][cH:30][c:31]4[S:32][c:33]4[cH:34][cH:35][c:36]([S:39][CH3:40])[cH:37][c:38]43)[CH2:17][CH2:18]2)[cH:19][cH:20]1. The reactants are C(C)O (ethanol), CN(S(=O)(=O)CC1=CC(=CC=C1)[N+](=O)[O-])C (N,N-Dimethyl-C-(3-nitro-phenyl)-methanesulfonamide), C([O-])([O-])=O.[Na+].[Na+] (sodium carbonate). Reagents/catalysts: Cl (hydrochloric acid), [Fe] (iron). Solvent: O (water). Run at temperature 60 celsius. Yields the product NC=1C=C(C=CC1)CS(=O)(=O)N(C)C (C-(3-Amino-phenyl)-N,N-dimethyl-methanesulfonamide). As a reaction SMILES: C(O)C.[CH3:4][N:5]([CH3:19])[S:6]([CH2:9][C:10]1[CH:15]=[CH:14][CH:13]=[C:12]([N+:16]([O-])=O)[CH:11]=1)(=[O:8])=[O:7].C(=O)([O-])[O-].[Na+].[Na+]>Cl.[Fe].O>[NH2:16][C:12]1[CH:11]=[C:10]([CH2:9][S:6]([N:5]([CH3:19])[CH3:4])(=[O:8])=[O:7])[CH:15]=[CH:14][CH:13]=1 |f:2.3.4|. Reported procedure: To a stirred mixture of iron powder (0.5 g), ethanol (20 ml), water (1 ml) and concentrated hydrochloric acid (5 drops) at reflux was added N,N-Dimethyl-C-(3-nitro-phenyl)-methanesulfonamide (0.5 g). The mixture was then heated under reflux for a further 2 hours then basified with excess sodium carbonate solution, cooled to 60° C., then filtered. The filter cake washed with ethanol and the filtrate evaporated. The crude product was partitioned between ethyl acetate and water, separation and evap...